From a dataset of the Open Reaction Database (ORD), a public repository of structured organic reaction records. describe an organic reaction: reactants, conditions, products, and yield Starting materials: N(C#N)CCCCCCC(=O)OCC (Ethyl 7-cyanamidoheptanoate), O (water), [H-].[Na+] (Sodium hydride), ClCCCC(CCCCC)OC(C)=O (1-chloro-4-acetoxynonane). Run in CN(C=O)C (dimethylformamide), C1=CC=CC=C1 (benzene), C1=CC=CC=C1 (benzene). Conditions: time 18 hour. The product is C(C)(=O)OC(CCCN(C#N)CCCCCCC(=O)OCC)CCCCC (ethyl 7-[N-(4-acetoxynonyl) cyanamido]-heptanoate). Reaction SMILES: [H-].[Na+].[NH:3]([CH2:6][CH2:7][CH2:8][CH2:9][CH2:10][CH2:11][C:12]([O:14][CH2:15][CH3:16])=[O:13])[C:4]#[N:5].Cl[CH2:18][CH2:19][CH2:20][CH:21]([O:27][C:28](=[O:30])[CH3:29])[CH2:22][CH2:23][CH2:24][CH2:25][CH3:26].O>C1C=CC=CC=1.CN(C)C=O>[C:28]([O:27][CH:21]([CH2:22][CH2:23][CH2:24][CH2:25][CH3:26])[CH2:20][CH2:19][CH2:18][N:3]([CH2:6][CH2:7][CH2:8][CH2:9][CH2:10][CH2:11][C:12]([O:14][CH2:15][CH3:16])=[O:13])[C:4]#[N:5])(=[O:30])[CH3:29] |f:0.1|. Procedure details: Sodium hydride (57%, in mineral oil) (0.48 g., 0.01 mole) is washed twice with benzene then suspended in benzene (50 ml.) and dimethylformamide (50 ml.). Ethyl 7-cyanamidoheptanoate (1.98 g. 0.01 mole) (Example N, Step 2) is added and the suspension heated on the steam bath for 15 minutes. The reaction mixture is cooled to room temperature, 1-chloro-4-acetoxynonane (2.6 g., 0.01 mole) (Example A, Step 3) is added and then the reaction is heated on the steam bath for 2 hours then stirred 18 hours... Reactants: ClCCCl, Cc1cc(CC(=O)O)on1, CCN(C(C)C)C(C)C, Cc1ccc(C(=O)NC2CC2)cc1-c1ccc(-c2nnc(CN)o2)cc1, CN(C)C=O, On1nnc2ccccc21. The product is Cc1cc(CC(=O)NCc2nnc(-c3ccc(-c4cc(C(=O)NC5CC5)ccc4C)cc3)o2)on1. As a reaction SMILES: [CH2:61]([Cl:62])[CH2:63][Cl:64].[CH3:37][c:38]1[n:39][o:40][c:41]([CH2:43][C:44](=[O:45])[OH:46])[cH:42]1.[CH:47]([N:48]([CH2:49][CH3:50])[CH:51]([CH3:52])[CH3:53])([CH3:54])[CH3:55].[NH2:1][CH2:2][c:3]1[n:4][n:5][c:6](-[c:8]2[cH:9][cH:10][c:11](-[c:14]3[cH:15][c:16]([C:21](=[O:22])[NH:23][CH:24]4[CH2:25][CH2:26]4)[cH:17][cH:18][c:19]3[CH3:20])[cH:12][cH:13]2)[o:7]1.[O:56]=[CH:57][N:58]([CH3:59])[CH3:60].[OH:27][n:28]1[c:29]2[c:30]([cH:31][cH:32][cH:33][cH:34]2)[n:35][n:36]1>>[NH:1]([CH2:2][c:3]1[n:4][n:5][c:6](-[c:8]2[cH:9][cH:10][c:11](-[c:14]3[cH:15][c:16]([C:21](=[O:22])[NH:23][CH:24]4[CH2:25][CH2:26]4)[cH:17][cH:18][c:19]3[CH3:20])[cH:12][cH:13]2)[o:7]1)[C:44]([CH2:43][c:41]1[o:40][n:39][c:38]([CH3:37])[cH:42]1)=[O:45]. Starting materials: CCCCCCCCCc1ccc(O)cc1, Cc1ccccc1, C[O-], CO, C[O-], [Mg+2], [Mg], O=S(=O)(O)O. The product is CCCCCCCCCc1ccc(O)c(C=O)c1. RXN SMILES: [CH2:7]([CH2:8][CH2:9][CH2:10][CH2:11][CH2:12][CH2:13][CH2:14][CH3:15])[c:16]1[cH:17][cH:18][c:19]([OH:22])[cH:20][cH:21]1.[CH3:28][c:29]1[cH:30][cH:31][cH:32][cH:33][cH:34]1.[CH3:2][O-:3].[CH3:35][OH:36].[CH3:5][O-:6].[Mg+2:4].[Mg:1].[S:23](=[O:24])(=[O:25])([OH:26])[OH:27]>>[CH:2](=[O:3])[c:18]1[cH:17][c:16]([CH2:7][CH2:8][CH2:9][CH2:10][CH2:11][CH2:12][CH2:13][CH2:14][CH3:15])[cH:21][cH:20][c:19]1[OH:22]. Reactants: COC1=NC=C(C=C1C1=CC=CC=C1)[N+](=O)[O-] (2-methoxy-5-nitro-3-phenylpyridine). The reagents and catalysts are [Pd] (Pd/C). Solvent: C(C)O (ethanol). Reaction conditions: time 16 hour. Product: COC1=C(C=C(C=N1)N)C1=CC=CC=C1 (6-Methoxy-5-phenylpyridin-3-amine). Reaction SMILES: [CH3:1][O:2][C:3]1[C:8]([C:9]2[CH:14]=[CH:13][CH:12]=[CH:11][CH:10]=2)=[CH:7][C:6]([N+:15]([O-])=O)=[CH:5][N:4]=1>C(O)C.[Pd]>[CH3:1][O:2][C:3]1[N:4]=[CH:5][C:6]([NH2:15])=[CH:7][C:8]=1[C:9]1[CH:10]=[CH:11][CH:12]=[CH:13][CH:14]=1. Procedure: A mixture of 2-methoxy-5-nitro-3-phenylpyridine (0.43 mmol, 0.1 g) and Pd/C 10% (0.14 mmol, 0.015 g) in ethanol (2 ml) was stirred for 16 hours under hydrogen atmosphere. The catalyst was filtered off and the solid thoughtfully washed with warm ethanol. The filtrate was evaporated affording 0.085 g (98% of yield) of the expected product.